This data is from the Open Reaction Database (ORD), a public repository of structured organic reaction records. The task is: describe an organic reaction: reactants, conditions, products, and yield Reactants: [OH-].C(CCC)[N+](CCCC)(CCCC)CCCC (tetrabutylammonium hydroxide), 1.2801, C(C1=CC=C(C(=O)O)C=C1)(=O)O (terephthalic acid), C(C)O (ethanol). Solvent: C1=CC=CC=C1 (benzene). Product: C(C1=CC=C(C(=O)[O-])C=C1)(=O)[O-].C(CCC)[N+](CCCC)(CCCC)CCCC.C(CCC)[N+](CCCC)(CCCC)CCCC (Bis-(tetrabutylammonium) terephthalate). Reaction SMILES: [OH-].[CH2:2]([N+:6]([CH2:15][CH2:16][CH2:17][CH3:18])([CH2:11][CH2:12][CH2:13][CH3:14])[CH2:7][CH2:8][CH2:9][CH3:10])[CH2:3][CH2:4][CH3:5].[C:19]([OH:30])(=[O:29])[C:20]1[CH:28]=[CH:27][C:23]([C:24]([OH:26])=[O:25])=[CH:22][CH:21]=1.C(O)C>C1C=CC=CC=1>[C:19]([O-:30])(=[O:29])[C:20]1[CH:28]=[CH:27][C:23]([C:24]([O-:26])=[O:25])=[CH:22][CH:21]=1.[CH2:15]([N+:6]([CH2:2][CH2:3][CH2:4][CH3:5])([CH2:7][CH2:8][CH2:9][CH3:10])[CH2:11][CH2:12][CH2:13][CH3:14])[CH2:16][CH2:17][CH3:18].[CH2:15]([N+:6]([CH2:2][CH2:3][CH2:4][CH3:5])([CH2:7][CH2:8][CH2:9][CH3:10])[CH2:11][CH2:12][CH2:13][CH3:14])[CH2:16][CH2:17][CH3:18] |f:0.1,5.6.7|. Reported procedure: To a clean, dry 500 mL round bottom flask equipped with a stir bar, Dean-Starke adapter, condenser, drying tube, and nitrogen inlet, was added 10.0 mL (0.015411 mol) of a 40 wt % aqueous solution of tetrabutylammonium hydroxide, 1.2801 (0.007705 mol) terephthalic acid, 100 mL ethanol, and 150 mL benzene. Lowered apparatus into an oil bath and heated to reflux for 6 hours. The azeotrope distilled at 64.9° C. and the reaction was allowed to remove water overnight. The reaction was cooled to room t... Reactants: [Li+].[OH-] (LiOH), FC=1C=C(C=C(C1)F)C(CC(=O)OCC)C1=CC=C(C=C1)OC1CC2=CC=CC=C2C1 ((+/−)Ethyl 3-(3,5-difluorophenyl)-3-(4-(2,3-dihydro-1H-inden-2-yloxy)phenyl)propanoate), Cl (HCl). Run in C1CCOC1.C(C)O.O (THF EtOH-H2O). Run at time 6 hour. Product: FC=1C=C(C=C(C1)F)C(CC(=O)O)C1=CC=C(C=C1)OC1CC2=CC=CC=C2C1 ((+/−)3-(3,5-Difluorophenyl)-3-(4-(2,3-dihydro-1H-inden-2-yloxy)phenyl)propanoic acid). Reaction SMILES: [F:1][C:2]1[CH:3]=[C:4]([CH:9]([C:16]2[CH:21]=[CH:20][C:19]([O:22][CH:23]3[CH2:31][C:30]4[C:25](=[CH:26][CH:27]=[CH:28][CH:29]=4)[CH2:24]3)=[CH:18][CH:17]=2)[CH2:10][C:11]([O:13]CC)=[O:12])[CH:5]=[C:6]([F:8])[CH:7]=1.[Li+].[OH-].Cl>C1COCC1.C(O)C.O>[F:1][C:2]1[CH:3]=[C:4]([CH:9]([C:16]2[CH:17]=[CH:18][C:19]([O:22][CH:23]3[CH2:31][C:30]4[C:25](=[CH:26][CH:27]=[CH:28][CH:29]=4)[CH2:24]3)=[CH:20][CH:21]=2)[CH2:10][C:11]([OH:13])=[O:12])[CH:5]=[C:6]([F:8])[CH:7]=1 |f:1.2,4.5.6|. Reported procedure: (+/−)3-(3,5-Difluoro-phenyl)-3-[4-(indan-2-yloxy)-phenyl]-propionic acid ethyl ester 35 (25 mg) was dissolved in 3 mL THF-EtOH-H2O (1/1/1), and LiOH (20 mg) was added. The mixture was stirred at room temperature for 6 hours. 1N HCl was added to acidify the mixture to pH 2-3. The mixture was extracted with EtOAc (2×20 mL). The organic solution was washed with water and brine, dried over Na2SO4, concentrated, and flash chromatographed (0-60% EtOAc in hexane). (+/−)-3-(3,5-Difluorophenyl)-3-(4-(2,3... The reactants are C(C)(C)(C)OC(=O)N1N=CC(=C1)C=1C=C2N=CC(=NC2=CC1)N[C@H](C)C1=CC(=CC=C1)OC (4-{2-[(R)-1-(3-Methoxy-phenyl)-ethylamino]-quinoxalin-6-yl}-pyrazole-1-carboxylic acid tert-butyl ester), COC=1C=C(C=CC1)[C@@H](C)NC1=NC2=CC=C(C=C2N=C1)C=1C=NNC1 ([(R)-1-(3-Methoxy-phenyl)-ethyl]-[6-(1H-pyrazol-4-yl)-quinoxalin-2-yl]-amine), Cl (HCl). The solvent is O1CCOCC1 (1,4-dioxane), O1CCOCC1 (1,4-dioxane). Run at time 1 hour. Yields the product Cl.COC=1C=C(C=CC1)[C@@H](C)NC1=NC2=CC=C(C=C2N=C1)C=1C=NNC1 ([(R)-1-(3-Methoxy-phenyl)-ethyl]-[6-(1H-pyrazol-4-yl)-quinoxalin-2-yl]-amine hydrochloride). Reaction SMILES: C(OC([N:8]1[CH:12]=[C:11]([C:13]2[CH:14]=[C:15]3[C:20](=[CH:21][CH:22]=2)[N:19]=[C:18]([NH:23][C@@H:24]([C:26]2[CH:31]=[CH:30][CH:29]=[C:28]([O:32][CH3:33])[CH:27]=2)[CH3:25])[CH:17]=[N:16]3)[CH:10]=[N:9]1)=O)(C)(C)C.COC1C=C([C@H](NC2C=NC3C(=CC=C(C4C=NNC=4)C=3)N=2)C)C=CC=1.[ClH:60]>O1CCOCC1>[ClH:60].[CH3:33][O:32][C:28]1[CH:27]=[C:26]([C@H:24]([NH:23][C:18]2[CH:17]=[N:16][C:15]3[C:20](=[CH:21][CH:22]=[C:13]([C:11]4[CH:12]=[N:8][NH:9][CH:10]=4)[CH:14]=3)[N:19]=2)[CH3:25])[CH:31]=[CH:30][CH:29]=1 |f:4.5|. Procedure details: To a mixture of 4-{2-[(R)-1-(3-Methoxy-phenyl)-ethylamino]-quinoxalin-6-yl}-pyrazole-1-carboxylic acid tert-butyl ester and [(R)-1-(3-Methoxy-phenyl)-ethyl]-[6-(1H-pyrazol-4-yl)-quinoxalin-2-yl]-amine (0.12 g of mixture) in 1,4-dioxane was added 4M HCl in 1,4-dioxane at room temperature. The mixture was stirred for 1 hour. After completion of the reaction, the reaction mixture was concentrated in vacuo and was basified using ammonia in THF. The free base was treated with saturated HCl in IPA, fo...